From a dataset of the Open Reaction Database (ORD), a public repository of structured organic reaction records. describe an organic reaction: reactants, conditions, products, and yield Starting materials: N#Cc1ccc(Br)cc1, C1CCOC1, [Li]CCCC, O=Cc1ccc2c(cnn2-c2ccc(F)cc2)c1. Product: N#Cc1ccc(C(O)c2ccc3c(cnn3-c3ccc(F)cc3)c2)cc1. RXN SMILES: [Br:1][c:2]1[cH:3][cH:4][c:5]([C:6]#[N:7])[cH:8][cH:9]1.[CH2:33]1[O:34][CH2:35][CH2:36][CH2:37]1.[CH3:10][CH2:11][CH2:12][CH2:13][Li:14].[F:15][c:16]1[cH:17][cH:18][c:19](-[n:22]2[n:23][cH:24][c:25]3[cH:26][c:27]([CH:31]=[O:32])[cH:28][cH:29][c:30]23)[cH:20][cH:21]1>>[c:2]1([CH:31]([c:27]2[cH:26][c:25]3[cH:24][n:23][n:22](-[c:19]4[cH:18][cH:17][c:16]([F:15])[cH:21][cH:20]4)[c:30]3[cH:29][cH:28]2)[OH:32])[cH:3][cH:4][c:5]([C:6]#[N:7])[cH:8][cH:9]1. Starting materials: COC(=O)c1cc(Cl)c2c(c1)CC(C)(C)C(c1cccc(N3CCOCC3)c1)N2, CO, Cl, [Na+], C1CCOC1, [OH-], O. Yields the product CC1(C)Cc2cc(C(=O)O)cc(Cl)c2NC1c1cccc(N2CCOCC2)c1. As a reaction SMILES: [CH3:1][O:2][C:3](=[O:4])[c:5]1[cH:6][c:7]2[c:12]([c:13]([Cl:15])[cH:14]1)[NH:11][CH:10]([c:16]1[cH:17][c:18]([N:22]3[CH2:23][CH2:24][O:25][CH2:26][CH2:27]3)[cH:19][cH:20][cH:21]1)[C:9]([CH3:28])([CH3:29])[CH2:8]2.[CH3:33][OH:34].[ClH:32].[Na+:31].[O:35]1[CH2:36][CH2:37][CH2:38][CH2:39]1.[OH-:30].[OH2:40]>>[O:2]=[C:3]([OH:4])[c:5]1[cH:6][c:7]2[c:12]([c:13]([Cl:15])[cH:14]1)[NH:11][CH:10]([c:16]1[cH:17][c:18]([N:22]3[CH2:23][CH2:24][O:25][CH2:26][CH2:27]3)[cH:19][cH:20][cH:21]1)[C:9]([CH3:28])([CH3:29])[CH2:8]2. Reactants: [C-]#N.[K+] (KCN), C(=O)(O)[O-].[Na+] (NaHCO3), C(C)(C)(C)C1=NC(=CC(=N1)N1CCN(CC1)CCCCN1C(N=C(C(=C1)C)S)=O)C(F)(F)F (1-(4-{4-[2-tert-butyl-6-(trifluoromethyl)pyrimidin-4-yl]piperazin-1-yl}butyl)-4-mercapto-5-methylpyrimidin-2(1H)-one), C1COCCOCCOCCOCCOCCO1 (18-crown-6), BrC#N (BrCN). The solvent is C(Cl)Cl (methylene chloride), C(Cl)Cl (methylene chloride). The product is C(C)(C)(C)C1=NC(=CC(=N1)N1CCN(CC1)CCCCN1C(N=C(C(=C1)C)SC#N)=O)C(F)(F)F (1-(4-{4-[2-tert-Butyl-6-(trifluoromethyl)pyrimidin-4-yl]piperazin-1-yl}butyl)-5-methyl-2-oxo-1,2-dihydropyrimidin-4-yl thiocyanate). As a reaction SMILES: [C-]#N.[K+].C([O-])(O)=O.[Na+].[C:9]([C:13]1[N:18]=[C:17]([N:19]2[CH2:24][CH2:23][N:22]([CH2:25][CH2:26][CH2:27][CH2:28][N:29]3[CH:34]=[C:33]([CH3:35])[C:32]([SH:36])=[N:31][C:30]3=[O:37])[CH2:21][CH2:20]2)[CH:16]=[C:15]([C:38]([F:41])([F:40])[F:39])[N:14]=1)([CH3:12])([CH3:11])[CH3:10].C1OCCOCCOCCOCCOCCOC1.Br[C:61]#[N:62]>C(Cl)Cl>[C:9]([C:13]1[N:18]=[C:17]([N:19]2[CH2:20][CH2:21][N:22]([CH2:25][CH2:26][CH2:27][CH2:28][N:29]3[CH:34]=[C:33]([CH3:35])[C:32]([S:36][C:61]#[N:62])=[N:31][C:30]3=[O:37])[CH2:23][CH2:24]2)[CH:16]=[C:15]([C:38]([F:40])([F:41])[F:39])[N:14]=1)([CH3:10])([CH3:11])[CH3:12] |f:0.1,2.3|. Procedure details: A solution of KCN (325.6 mg, 5.0 mmol) in 5% strength NaHCO3 solution (7 ml) was added to 484.6 mg (1.0 mmol) of 1-(4-{4-[2-tert-butyl-6-(trifluoromethyl)pyrimidin-4-yl]piperazin-1-yl}butyl)-4-mercapto-5-methylpyrimidin-2(1H)-one from Example 2 in 20 ml of methylene chloride. Then a mixture of 2.0 mg of 18-crown-6 and 105.9 mg (1.0 mmol) of BrCN, in the minimum amount of methylene chloride necessary to dissolve, was added dropwise at 0° C. The organic phase was then separated off and washed twic... Starting materials: CC(C)C[AlH]CC(C)C (DIBAH), [OH-].[Na+] (NaOH), C(=O)(O)[O-].[Na+] (NaHCO3), FC(OC=1C=C(C(=O)OC)C=CN1)F (methyl 2-(difluoromethoxy)isonicotinate). Solvent: C1(=CC=CC=C1)C (toluene), O (water), C1(=CC=CC=C1)C (toluene). Conditions: temperature -78 celsius, time 5 minute. Product: FC(OC1=NC=CC(=C1)CO)F ((2-(difluoromethoxy)pyridin-4-yl)methanol). As a reaction SMILES: [F:1][CH:2]([F:14])[O:3][C:4]1[CH:5]=[C:6]([CH:11]=[CH:12][N:13]=1)[C:7](OC)=[O:8].CC(C[AlH]CC(C)C)C.[OH-].[Na+].C([O-])(O)=O.[Na+]>C1(C)C=CC=CC=1.O>[F:14][CH:2]([F:1])[O:3][C:4]1[CH:5]=[C:6]([CH2:7][OH:8])[CH:11]=[CH:12][N:13]=1 |f:2.3,4.5|. Procedure: A cooled (−78° C.) solution of methyl 2-(difluoromethoxy)isonicotinate (2.690 g; 13.24 mmol) in anh. toluene (60 ml) was treated dropwise with a solution of 1 M DIBAH in toluene (40.00 ml; 40.00 mmol), and the resulting mixture was further stirred at −78° C., under nitrogen, for 5 min., and then at 0° C. for 1.5 h. The obtained mixture was treated successively with water (55 ml), 1 M aq. NaOH (12 ml), and aq. sat. NaHCO3 (100 ml). The separated aq. layer was further extracted with Et2O (2×100 ml... Reactants: C[O-], CO, CC(C)=O, CC(C)n1nc(-c2nc(S(C)(=O)=O)c(N)nc2-c2ccccc2)ccc1=O, [Na+], O. Yields the product COc1nc(-c2ccc(=O)n(C(C)C)n2)c(-c2ccccc2)nc1N. Reaction SMILES: [CH3:28][O-:29].[CH3:32][OH:33].[CH3:34][C:35](=[O:36])[CH3:37].[NH2:1][c:2]1[n:3][c:4](-[c:22]2[cH:23][cH:24][cH:25][cH:26][cH:27]2)[c:5](-[c:12]2[cH:13][cH:14][c:15](=[O:21])[n:16]([CH:18]([CH3:19])[CH3:20])[n:17]2)[n:6][c:7]1[S:8]([CH3:9])(=[O:10])=[O:11].[Na+:30].[OH2:31]>>[NH2:1][c:2]1[n:3][c:4](-[c:22]2[cH:23][cH:24][cH:25][cH:26][cH:27]2)[c:5](-[c:12]2[cH:13][cH:14][c:15](=[O:21])[n:16]([CH:18]([CH3:19])[CH3:20])[n:17]2)[n:6][c:7]1[O:29][CH3:28]. The reactants are ClC1=NC=C(C=C1Cl)C(F)(F)F (2,3-dichloro-5-trifluoromethyl-pyridine), O (water), N1=C(C=CC=C1)CC=O (pyridineethanone). Reagents/catalysts: [Zn] (zinc). The solvent is C(C)(=O)O (acetic acid). Conditions: temperature 90 celsius, time 1 hour. Yields the product ClC=1C=NC=C(C1)C(F)(F)F (3-Chloro-5-trifluoromethylpyridine). Yield: 7.1%. RXN SMILES: Cl[C:2]1[C:7]([Cl:8])=[CH:6][C:5]([C:9]([F:12])([F:11])[F:10])=[CH:4][N:3]=1.O.N1C=CC=CC=1CC=O>[Zn].C(O)(=O)C>[Cl:8][C:7]1[CH:2]=[N:3][CH:4]=[C:5]([C:9]([F:11])([F:10])[F:12])[CH:6]=1. Procedure: Add zinc dust (1.18 g) to a suspension of 2,3-dichloro-5-trifluoromethyl-pyridine (2.0 g, 9.30 mmol) in 80:20 water and acetic acid (5 mL) and stir at 90° C. for 1 h. Add more zinc dust (1g) and stir at 90° C. for an additional 15 min. Cool the reaction mixture to room temperature, filter, and wash with dichloromethane. Carefully concentrate and purify the residue by silica gel chromatography, eluting with 100:0 to 0:100 hexane:dichloromethane, to obtain the title compound as a volatile oil (0.1... Starting materials: COC=1C=C(C=CC1)C1=CSC=2CN(CC(OC21)C)C(=O)OC(C)(C)C (tert-Butyl 8-(3-methoxyphenyl)-2-methyl-2,3-dihydrothieno[2,3-f][1,4]oxazepine-4(5H)-carboxylate). The solvent is C(C)(=O)OCC.Cl (hydrogen chloride-ethyl acetate). Yields the product COC=1C=C(C=CC1)C1=CSC=2CNCC(OC21)C (8-(3-methoxyphenyl)-2-methyl-2,3,4,5-tetrahydrothieno[2,3-f][1,4]oxazepine). The yield is 104.5%. RXN SMILES: [CH3:1][O:2][C:3]1[CH:4]=[C:5]([C:9]2[C:18]3[O:17][CH:16]([CH3:19])[CH2:15][N:14](C(OC(C)(C)C)=O)[CH2:13][C:12]=3[S:11][CH:10]=2)[CH:6]=[CH:7][CH:8]=1>C(OCC)(=O)C.Cl>[CH3:1][O:2][C:3]1[CH:4]=[C:5]([C:9]2[C:18]3[O:17][CH:16]([CH3:19])[CH2:15][NH:14][CH2:13][C:12]=3[S:11][CH:10]=2)[CH:6]=[CH:7][CH:8]=1 |f:1.2|. Reported procedure: tert-Butyl 8-(3-methoxyphenyl)-2-methyl-2,3-dihydrothieno[2,3-f][1,4]oxazepine-4(5H)-carboxylate (287 mg) was stirred in 4 N hydrogen chloride-ethyl acetate solution (5 mL) for 30 min. The reaction solution was concentrated under reduced pressure, and the residue was recrystallized from ethyl acetate to give 8-(3-methoxyphenyl)-2-methyl-2,3,4,5-tetrahydrothieno[2,3-f][1,4]oxazepine 1 hydrochloride (220 mg, 92%) as colorless crystals.